describe an organic reaction: reactants, conditions, products, and yield From a dataset of the Open Reaction Database (ORD), a public repository of structured organic reaction records. Starting materials: CC1=C2N(C3=CC=CC=C13)C(C(CC2)=CC=2C=NC=CC2)=O (8,9-dihydro-10-methyl-7-[(pyridin-3-yl)methylene]pyrido[1,2-a]indol-6(7H)-one), C(=O)[O-].[NH4+] (ammonium formate). The reagents and catalysts are [Pd] (palladium on carbon). Run in C(C)(=O)O (acetic acid). Product: CC1=C2N(C3=CC=CC=C13)C(C(CC2)CC=2C=NC=CC2)=O (8,9-dihydro-10-methyl-7-[(pyridin-3-yl)methyl]pyrido[1,2-a]indol-6(7H)-one). Isolated yield 52.1%. As a reaction SMILES: [CH3:1][C:2]1[C:10]2[C:5](=[CH:6][CH:7]=[CH:8][CH:9]=2)[N:4]2[C:11](=[O:22])[C:12](=[CH:15][C:16]3[CH:17]=[N:18][CH:19]=[CH:20][CH:21]=3)[CH2:13][CH2:14][C:3]=12.C([O-])=O.[NH4+]>[Pd].C(O)(=O)C>[CH3:1][C:2]1[C:10]2[C:5](=[CH:6][CH:7]=[CH:8][CH:9]=2)[N:4]2[C:11](=[O:22])[CH:12]([CH2:15][C:16]3[CH:17]=[N:18][CH:19]=[CH:20][CH:21]=3)[CH2:13][CH2:14][C:3]=12 |f:1.2|. Reported procedure: A solution of 8,9-dihydro-10-methyl-7-[(pyridin-3-yl)methylene]pyrido[1,2-a]indol-6(7H)-one (520 mg), ammonium formate (568 mg) and 10% palladium on carbon (200 mg) in acetic acid (20 ml) was stirred at 110° C. for 2 hours. After filtration of the catalyst, the filtrate was evaporated in vacuo. The residue was diluted with 10% methanol-chloroform. The solution was washed with 5% aqueous solution of sodium hydrogencarbonate and brine, dried over anhydrous magnesium sulfate, and evaporated in vacu...